This data is from the Open Reaction Database (ORD), a public repository of structured organic reaction records. The task is: describe an organic reaction: reactants, conditions, products, and yield Reactants: BrCCCC#CC1=CC=C(C=C1)NC(C(F)(F)F)=O (N-(4-(5-bromopent-1-yn-1-yl)phenyl)-2,2,2-trifluoroacetamide), [Si](C)(C)(C(C)(C)C)O[C@@H](CNC)C1=C2C=CC(NC2=C(C=C1)O)=O ((R)-5-(1-((tert-butyldimethylsilyl)oxy)-2-(methylamino)ethyl)-8-hydroxyquinolin-2(1H)-one), C(C)(C)N(C(C)C)CC (N,N-diisopropylethylamine). The reagents and catalysts are [I-].C(CCC)[N+](CCCC)(CCCC)CCCC (tetra-n-butylammonium iodide). Solvent: CN(C)C=O (DMF). Conditions: temperature 55 celsius. Product: [Si](C)(C)(C(C)(C)C)O[C@@H](CN(CCCC#CC1=CC=C(C=C1)NC(C(F)(F)F)=O)C)C1=C2C=CC(NC2=C(C=C1)O)=O ((R)—N-(4-(5-((2-((tert-butyldimethylsilyl)oxy)-2-(8-hydroxy-2-oxo-1,2-dihydroquinolin-5-yl)ethyl)(methyl)amino)pent-1-yn-1-yl)phenyl)-2,2,2-trifluoroacetamide). As a reaction SMILES: Br[CH2:2][CH2:3][CH2:4][C:5]#[C:6][C:7]1[CH:12]=[CH:11][C:10]([NH:13][C:14](=[O:19])[C:15]([F:18])([F:17])[F:16])=[CH:9][CH:8]=1.[Si:20]([O:27][C@H:28]([C:32]1[CH:41]=[CH:40][C:39]([OH:42])=[C:38]2[C:33]=1[CH:34]=[CH:35][C:36](=[O:43])[NH:37]2)[CH2:29][NH:30][CH3:31])([C:23]([CH3:26])([CH3:25])[CH3:24])([CH3:22])[CH3:21].C(N(CC)C(C)C)(C)C>CN(C=O)C.[I-].C([N+](CCCC)(CCCC)CCCC)CCC>[Si:20]([O:27][C@H:28]([C:32]1[CH:41]=[CH:40][C:39]([OH:42])=[C:38]2[C:33]=1[CH:34]=[CH:35][C:36](=[O:43])[NH:37]2)[CH2:29][N:30]([CH3:31])[CH2:2][CH2:3][CH2:4][C:5]#[C:6][C:7]1[CH:12]=[CH:11][C:10]([NH:13][C:14](=[O:19])[C:15]([F:18])([F:17])[F:16])=[CH:9][CH:8]=1)([C:23]([CH3:25])([CH3:26])[CH3:24])([CH3:22])[CH3:21] |f:4.5|. Reported procedure: A mixture of Intermediate 40 (0.30 g, 0.90 mmol) and Intermediate 4 (375 mg, 1.1 mmol) in DMF (5 mL) was treated with N,N-diisopropylethylamine (0.47 mL, 2.7 mmol) and catalytic tetra-n-butylammonium iodide (100 mg). The mixture was heated for 3 days in a 55° C. oil bath. The mixture was concentrated under reduced pressure and purified via automated flash silica gel chromatography, using a 12 g Silicycle SiliSep flash column (dichloromethane/methanol/ammonium hydroxide). Concentration of the des... Starting materials: tris-triphenylphosphine rhodium chloride, ClC1=CC=C(C=C1)C=CC(=O)C1(CC1)Cl (1-chlorocyclopropyl 4-chlorophenylethenyl ketone), [H][H] (hydrogen). The solvent is C1(=CC=CC=C1)C (toluene). Conditions: temperature 50 celsius. Product: ClC1=CC=C(C=C1)CCC(=O)C1(CC1)Cl (1-chlorocyclopropyl 4-chlorophenylethyl ketone). Isolated yield 90.5%. Reaction SMILES: [Cl:1][C:2]1[CH:7]=[CH:6][C:5]([CH:8]=[CH:9][C:10]([C:12]2([Cl:15])[CH2:14][CH2:13]2)=[O:11])=[CH:4][CH:3]=1.[H][H]>C1(C)C=CC=CC=1>[Cl:1][C:2]1[CH:3]=[CH:4][C:5]([CH2:8][CH2:9][C:10]([C:12]2([Cl:15])[CH2:14][CH2:13]2)=[O:11])=[CH:6][CH:7]=1. Reported procedure: 460 mg (0.5 mmol) of tris-triphenylphosphine rhodium chloride (=1 mol %, with reference to the reaction components) is added to a 100 ml autoclave. After purging with nitrogen, an air-free solution of 12 g (0.05 mol) of 1-chlorocyclopropyl 4-chlorophenylethenyl ketone in 40 ml of toluene is added and heated at 50° C. under a hydrogen pressure of 30 bar. The hydrogen pressure is kept between 40 and 50 bar until the absorption of gas is complete (after about 1 hour). The mixture is subsequently al...